Dataset: the Open Reaction Database (ORD), a public repository of structured organic reaction records. Task: describe an organic reaction: reactants, conditions, products, and yield Reactants: CC(=O)C1CCCCC1, C1CCOC1, Cl, COC(=O)c1ccc(OC(F)(F)F)cc1, [H-], [Na+], O. The product is O=C(CC(=O)C1CCCCC1)c1ccc(OC(F)(F)F)cc1. Reaction SMILES: [C:16]([CH3:17])(=[O:18])[CH:19]1[CH2:20][CH2:21][CH2:22][CH2:23][CH2:24]1.[CH2:28]1[O:29][CH2:30][CH2:31][CH2:32]1.[ClH:27].[F:1][C:2]([O:3][c:4]1[cH:5][cH:6][c:7]([C:8]([O:10][CH3:9])=[O:11])[cH:12][cH:13]1)([F:14])[F:15].[H-:25].[Na+:26].[OH2:33]>>[F:1][C:2]([O:3][c:4]1[cH:5][cH:6][c:7]([C:8](=[O:10])[CH2:17][C:16](=[O:18])[CH:19]2[CH2:20][CH2:21][CH2:22][CH2:23][CH2:24]2)[cH:12][cH:13]1)([F:14])[F:15]. The reactants are NCCCN(CC(=O)NCCC1=CC2=C(OCO2)C=C1)C1=NC(=NC(=C1)C)N1C=NC=C1 (2-[(3-aminopropyl)[2-(1H-imidazol-1-yl)-6-methyl-4-pyrimidinyl]amino]-N-[2-(1,3-benzodioxol-5-yl)ethyl]acetamide), C(C1=CC=CC=C1)=O (benzaldehyde), N1=CC=CC=C1.B (borane-pyridine). Solvent: CO (methanol). Conditions: time 15 minute. The product is C1(=CC=CC=C1)CNCCCN(CC(=O)NCCC1=CC2=C(OCO2)C=C1)C1=NC(=NC(=C1)C)N1C=NC=C1 (2-[[3-(phenylmethylamino)propyl][2-(1H-imidazol-1-yl)-6-methyl-4-pyrimidinyl]amino]-N-[2-(1,3-benzodioxol-5-yl)ethyl]acetamide). As a reaction SMILES: [NH2:1][CH2:2][CH2:3][CH2:4][N:5]([C:21]1[CH:26]=[C:25]([CH3:27])[N:24]=[C:23]([N:28]2[CH:32]=[CH:31][N:30]=[CH:29]2)[N:22]=1)[CH2:6][C:7]([NH:9][CH2:10][CH2:11][C:12]1[CH:20]=[CH:19][C:15]2[O:16][CH2:17][O:18][C:14]=2[CH:13]=1)=[O:8].[CH:33](=O)[C:34]1[CH:39]=[CH:38][CH:37]=[CH:36][CH:35]=1.N1C=CC=CC=1.B>CO>[C:34]1([CH2:33][NH:1][CH2:2][CH2:3][CH2:4][N:5]([C:21]2[CH:26]=[C:25]([CH3:27])[N:24]=[C:23]([N:28]3[CH:32]=[CH:31][N:30]=[CH:29]3)[N:22]=2)[CH2:6][C:7]([NH:9][CH2:10][CH2:11][C:12]2[CH:20]=[CH:19][C:15]3[O:16][CH2:17][O:18][C:14]=3[CH:13]=2)=[O:8])[CH:39]=[CH:38][CH:37]=[CH:36][CH:35]=1 |f:2.3|. Procedure details: To 2-[(3-aminopropyl)[2-(1H-imidazol-1-yl)-6-methyl-4-pyrimidinyl]amino]-N-[2-(1,3-benzodioxol-5-yl)ethyl]acetamide (50 mg, 0.11 mmol) (a compound of formula (Yc6)) in methanol (2 mL) was added benzaldehyde (0.2 M in methanol, 68 μL, 0.14 mmol). After stirring for 15 minutes, borane-pyridine complex (0.2 M in methanol, 0.14 mmol) was added. After 2 hours, the solution was evaporated. The residue was partitioned into water and ethyl acetate. The aqueous layer was extracted twice with ethyl acetat... Reactants: C1CCOC1, [Li]CCCC, C[Si](C)(C)Cl, Cl, Nc1cc(F)cc(F)c1, O=C1CCSCC1. Yields the product Nc1cc(F)c(C2(O)CCSCC2)c(F)c1. As a reaction SMILES: [CH2:28]1[O:29][CH2:30][CH2:31][CH2:32]1.[CH3:10][CH2:11][CH2:12][CH2:13][Li:14].[Cl:15][Si:16]([CH3:17])([CH3:18])[CH3:19].[ClH:27].[F:1][c:2]1[cH:3][c:4]([NH2:5])[cH:6][c:7]([F:9])[cH:8]1.[S:20]1[CH2:21][CH2:22][C:23](=[O:26])[CH2:24][CH2:25]1>>[F:1][c:2]1[cH:3][c:4]([NH2:5])[cH:6][c:7]([F:9])[c:8]1[C:23]1([OH:26])[CH2:22][CH2:21][S:20][CH2:25][CH2:24]1. RXN SMILES: [N+:1]([C:4]1[CH:9]=[CH:8][C:7]([CH2:10][CH2:11][C:12]([N:14]2[CH2:22][CH:21]3[CH:16]([CH2:17][CH2:18][C:19]4[C:26]([O:27][CH3:28])=[C:25]([O:29][CH3:30])[CH:24]=[CH:23][C:20]=43)[CH2:15]2)=[O:13])=[CH:6][CH:5]=1)([O-])=O>[Ni].COCCO>[NH2:1][C:4]1[CH:9]=[CH:8][C:7]([CH2:10][CH2:11][C:12]([N:14]2[CH2:22][CH:21]3[CH:16]([CH2:17][CH2:18][C:19]4[C:26]([O:27][CH3:28])=[C:25]([O:29][CH3:30])[CH:24]=[CH:23][C:20]=43)[CH2:15]2)=[O:13])=[CH:6][CH:5]=1. Reagents/catalysts: [Ni] (Raney Nickel). The solvent is COCCO (2-methoxyethanol). Starting materials: [N+](=O)([O-])C1=CC=C(C=C1)CCC(=O)N1CC2CCC3=C(C2C1)C=CC(=C3OC)OC (2-[3-(4-nitrophenyl)-propanoyl]-2,3,3a,4,5,9b-hexahydro-6,7-dimethoxy-1H-benz[e]isoindole). Conditions: time 0.5 hour. Procedure details: A mixture of the compound of example 14 (1.83 g, 4.5 mmole), 2 g of Raney Nickel, and 250 mL of 2-methoxyethanol was hydrogenated at 3 atmospheres in a Parr shaker for 0.5 hour. The resulting mixture was filtered and evaporated to give 1.8 g (71%) as a brown oil; M+ 380. The product is NC1=CC=C(C=C1)CCC(=O)N1CC2CCC3=C(C2C1)C=CC(=C3OC)OC (2-[3-(4-Aminophenyl)-propanoyl]-2,3,3a,4,5,9b-hexahydro-6,7-dimethoxy-1H-benz[e]isoindole). Starting materials: COC(=O)C1CCOc2cc(F)ccc2C1=O, Nc1nccs1, Cc1ccccc1C. Yields the product O=C(Nc1nccs1)C1CCOc2cc(F)ccc2C1=O. As a reaction SMILES: [CH3:1][O:2][C:3](=[O:4])[CH:5]1[C:6](=[O:17])[c:7]2[c:8]([cH:12][c:13]([F:16])[cH:14][cH:15]2)[O:9][CH2:10][CH2:11]1.[NH2:18][c:19]1[s:20][cH:21][cH:22][n:23]1.[c:24]1([CH3:25])[c:26]([CH3:27])[cH:28][cH:29][cH:30][cH:31]1>>[C:3](=[O:4])([CH:5]1[C:6](=[O:17])[c:7]2[c:8]([cH:12][c:13]([F:16])[cH:14][cH:15]2)[O:9][CH2:10][CH2:11]1)[NH:18][c:19]1[s:20][cH:21][cH:22][n:23]1.